From a dataset of the Open Reaction Database (ORD), a public repository of structured organic reaction records. describe an organic reaction: reactants, conditions, products, and yield Reactants: ClC=1C=C2C(=NC1C1=CC=C(C=C1)B1OC(C(O1)(C)C)(C)C)N(C(=N2)O[C@@H]2CO[C@H]1[C@@H]2OC[C@H]1O)COCC[Si](C)(C)C ((3R,3aR,6R,6aR)-6-(6-chloro-5-(4-(4,4,5,5-tetramethyl-1,3,2-dioxaborolan-2-yl)phenyl)-3-(2-trimethylsilanyl-ethoxymethyl)-3H-imidazo[4,5-b]pyridin-2-yloxy)hexahydrofuro[3,2-b]furan-3-ol), BrC1=CC=C(C=C1)S(=NC(C(F)(F)F)=O)(=O)N(C)C (N-[(4-bromophenyl)-(dimethylamino)oxo-λ6-sulfanylidene]-2,2,2-trifluoroacetamide), Intermediate 3. Solvent: O1CCOCC1 (1,4-dioxane). The product is O[C@@H]1CO[C@H]2[C@@H]1OC[C@H]2OC2=NC=1C(=NC(=C(C1)Cl)C1=CC=C(C=C1)C1=CC=C(C=C1)S(=NC(C(F)(F)F)=O)(=O)N(C)C)N2COCC[Si](C)(C)C (N-({4-[4-(2-{[(3R,3aR,6R,6aR)-6-Hydroxy-hexahydrofuro[3,2-b]furan-3-yl]oxy}-6-chloro-3-{[2-(trimethylsilyl)ethoxy]methyl}imidazo[4,5-b]pyridin-5-yl)phenyl]phenyl}(dimethylamino)oxo-λ6-sulfanylidene)-2,2,2-trifluoroacetamide). RXN SMILES: [Cl:1][C:2]1[CH:3]=[C:4]2[N:25]=[C:24]([O:26][C@H:27]3[C@H:31]4[O:32][CH2:33][C@@H:34]([OH:35])[C@H:30]4[O:29][CH2:28]3)[N:23]([CH2:36][O:37][CH2:38][CH2:39][Si:40]([CH3:43])([CH3:42])[CH3:41])[C:5]2=[N:6][C:7]=1[C:8]1[CH:13]=[CH:12][C:11](B2OC(C)(C)C(C)(C)O2)=[CH:10][CH:9]=1.Br[C:45]1[CH:50]=[CH:49][C:48]([S:51]([N:60]([CH3:62])[CH3:61])(=[O:59])=[N:52][C:53](=[O:58])[C:54]([F:57])([F:56])[F:55])=[CH:47][CH:46]=1>O1CCOCC1>[OH:35][C@H:34]1[C@H:30]2[O:29][CH2:28][C@@H:27]([O:26][C:24]3[N:23]([CH2:36][O:37][CH2:38][CH2:39][Si:40]([CH3:41])([CH3:43])[CH3:42])[C:5]4=[N:6][C:7]([C:8]5[CH:13]=[CH:12][C:11]([C:45]6[CH:46]=[CH:47][C:48]([S:51]([N:60]([CH3:62])[CH3:61])(=[O:59])=[N:52][C:53](=[O:58])[C:54]([F:56])([F:55])[F:57])=[CH:49][CH:50]=6)=[CH:10][CH:9]=5)=[C:2]([Cl:1])[CH:3]=[C:4]4[N:25]=3)[C@H:31]2[O:32][CH2:33]1. Procedure details: The title compound is prepared from (3R,3aR,6R,6aR)-6-(6-chloro-5-(4-(4,4,5,5-tetramethyl-1,3,2-dioxaborolan-2-yl)phenyl)-3-(2-trimethylsilanyl-ethoxymethyl)-3H-imidazo[4,5-b]pyridin-2-yloxy)hexahydrofuro[3,2-b]furan-3-ol and N-[(4-bromophenyl)-(dimethylamino)oxo-λ6-sulfanylidene]-2,2,2-trifluoroacetamide following a procedure analogous to that described for Intermediate 3 (Step 3) using 1,4-dioxane as a solvent. LC (method 1): tR=1.22 min; Mass spectrum (ESI+): m/z=782 [M+H]+. Reaction SMILES: [CH2:13]=[CH:14][CH2:15][CH2:16][CH2:17][CH3:18].[CH:19]([OH:20])([CH3:21])[CH3:22].[c:1]1([CH:7]([CH2:8][SiH:9]([Cl:10])[Cl:11])[CH3:12])[cH:2][cH:3][cH:4][cH:5][cH:6]1>>[c:1]1([CH:7]([CH2:8][Si:9]([Cl:10])([Cl:11])[CH2:13][CH2:14][CH2:15][CH2:16][CH2:17][CH3:18])[CH3:12])[cH:2][cH:3][cH:4][cH:5][cH:6]1. Yields the product CCCCCC[Si](Cl)(Cl)CC(C)c1ccccc1. Starting materials: C=CCCCC, CC(C)O, CC(C[SiH](Cl)Cl)c1ccccc1. Starting materials: B(F)(F)F.CCOCC (BF3 Et2O), BrC1=C(C#N)C=C(C=C1)Cl (2-bromo-5-chlorobenzonitrile), Ti(Oi-Pr)4, CC[Mg+].[Br-] (EtMgBr). Solvent: C1CCOC1 (THF). Run at time 2 hour. Product: BrC1=C(C=C(C=C1)Cl)C1(CC1)N (1-(2-Bromo-5-chlorophenyl)cyclopropanamine). Yield: 17.6%. RXN SMILES: [Br:1][C:2]1[CH:9]=[CH:8][C:7]([Cl:10])=[CH:6][C:3]=1[C:4]#[N:5].[CH3:11][CH2:12][Mg+].[Br-].B(F)(F)F.CCOCC>C1COCC1>[Br:1][C:2]1[CH:9]=[CH:8][C:7]([Cl:10])=[CH:6][C:3]=1[C:4]1([NH2:5])[CH2:12][CH2:11]1 |f:1.2,3.4|. Procedure details: To a stirred solution of 2-bromo-5-chlorobenzonitrile (10 g, 46 mmol) and Ti(Oi-Pr)4 (16.64 mL, 55 mmol) in THF (200 mL) at −78° C. was added EtMgBr (138 mL, 138 mmol) dropwise. The reaction mixture was allowed to warm up to room temperature and stirred for 2 hours. BF3-Et2O (17.2 mL) was added, and the solution was stirred for another 16 hours before it was quenched with aq. HCl solution and washed with EtOAc. The aqueous phase was adjusted to pH˜10 with aq. NaOH solution, and exacted with EtOA... Solvent: C(C)N(CC)CC (triethylamine). RXN SMILES: [F:1][C:2]1[CH:7]=[CH:6][C:5]([C:8]#[C:9]C2C=CC(F)=CC=2)=[CH:4][CH:3]=1.BrC1C=CC(F)=CC=1.C([Si](C)(C)C)#C>C(N(CC)CC)C>[C:8]([C:5]1[CH:6]=[CH:7][C:2]([F:1])=[CH:3][CH:4]=1)#[CH:9]. The product is C(#C)C1=CC=C(C=C1)F (1-ethynyl-4-fluorobenzene). Starting materials: FC1=CC=C(C=C1)C#CC1=CC=C(C=C1)F (bis(4-fluorophenyl)ethyne), BrC1=CC=C(C=C1)F (4-bromofluorobenzene), FC1=CC=C(C=C1)C#CC1=CC=C(C=C1)F (BFPE), 4,4'-bis(4-fluorophenylethynyl)benzene, A1, C(#C)[Si](C)(C)C (ethynyltrimethylsilane). Reagents/catalysts: palladium[0]. Reported procedure: Referring to FIG. 1, advantageous synthetic routes for the formation of both bis(4-fluorophenyl)ethyne (BFPE) and 4,4'-bis(4-fluorophenylethynyl)benzene (BFPEB) are shown in accordance with embodiments of the present invention. For example, in synthetic route `A1` of FIG. 1, BFPE is prepared by coupling commercially available 4-bromofluorobenzene with ethynyltrimethylsilane in the presence of an appropriate palladium[0] catalyst in triethylamine (TEA). A reaction vessel is charged with the reage... Run at temperature 80 celsius. Starting materials: COCCOc1ncc(C(=O)NC2CCCCC2O)cc1Br, OB(O)c1ccc(OC(F)(F)F)cc1. Product: COCCOc1ncc(C(=O)NC2CCCCC2O)cc1-c1ccc(OC(F)(F)F)cc1. As a reaction SMILES: [Br:1][c:2]1[c:3]([O:18][CH2:19][CH2:20][O:21][CH3:22])[n:4][cH:5][c:6]([C:7](=[O:8])[NH:9][CH:10]2[CH:11]([OH:16])[CH2:12][CH2:13][CH2:14][CH2:15]2)[cH:17]1.[F:23][C:24]([O:25][c:26]1[cH:27][cH:28][c:29]([B:32]([OH:33])[OH:34])[cH:30][cH:31]1)([F:35])[F:36]>>[c:2]1(-[c:29]2[cH:28][cH:27][c:26]([O:25][C:24]([F:23])([F:35])[F:36])[cH:31][cH:30]2)[c:3]([O:18][CH2:19][CH2:20][O:21][CH3:22])[n:4][cH:5][c:6]([C:7](=[O:8])[NH:9][CH:10]2[CH:11]([OH:16])[CH2:12][CH2:13][CH2:14][CH2:15]2)[cH:17]1. The reactants are C=CC(=O)OCC(CC)CCCC, CCCCC(CC)CO, COc1ccc(N)cc1, CCCCCON=O, O, O=S(=O)(O)O. The product is CCCCC(CC)COC(=O)C=Cc1ccc(OC)cc1. Reaction SMILES: [C:32]([CH:33]=[CH2:34])(=[O:35])[O:36][CH2:37][CH:38]([CH2:39][CH2:40][CH2:41][CH3:42])[CH2:43][CH3:44].[CH2:15]([CH:16]([CH2:17][CH2:18][CH2:19][CH3:20])[CH2:21][OH:22])[CH3:23].[CH3:1][O:2][c:3]1[cH:4][cH:5][c:6]([NH2:9])[cH:7][cH:8]1.[N:24]([O:25][CH2:26][CH2:27][CH2:28][CH2:29][CH3:30])=[O:31].[OH2:45].[S:10](=[O:11])(=[O:12])([OH:13])[OH:14]>>[CH3:1][O:2][c:3]1[cH:4][cH:5][c:6]([CH:34]=[CH:33][C:32](=[O:35])[O:36][CH2:37][CH:38]([CH2:39][CH2:40][CH2:41][CH3:42])[CH2:43][CH3:44])[cH:7][cH:8]1. Reactants: CC(=O)OC1CCNC1, C#CCN1CCCC1=O, [Cl-], C1COCCO1. Yields the product CC(=O)OC1CCN(CC#CCN2CCCC2=O)C1. Reaction SMILES: [C:1]([CH3:2])(=[O:3])[O:4][CH:5]1[CH2:6][NH:7][CH2:8][CH2:9]1.[CH2:10]([C:11]#[CH:12])[N:13]1[C:14](=[O:18])[CH2:15][CH2:16][CH2:17]1.[Cl-:19].[O:20]1[CH2:21][CH2:25][O:24][CH2:23][CH2:22]1>>[C:1]([CH3:2])(=[O:3])[O:4][CH:5]1[CH2:6][N:7]([CH2:21][C:12]#[C:11][CH2:10][N:13]2[C:14](=[O:18])[CH2:15][CH2:16][CH2:17]2)[CH2:8][CH2:9]1.